describe an organic reaction: reactants, conditions, products, and yield From a dataset of the Open Reaction Database (ORD), a public repository of structured organic reaction records. Reactants: P(=O)(Cl)(Cl)Cl (phosphorus oxychloride), Cl (Hydrochloride), CN(CCCN=C=NCC)C (1-(3-dimethylaminopropyl)-3-ethylcarbodimide), ON1N=NC2=C1C=CC=C2 (1-hydroxybenzotriazole), amide, FC(C1=CC(=C(C=C1)N)N)(F)F (4-trifluoromethyl-1,2-phenylenediamine), C(C)(C)(C)S(=O)(=O)NC1CCC(CC1)C(=O)O (4-tert-butylsulfonylaminocyclohexanecarboxylic acid), NC1=C(C=C(C=C1)C(F)(F)F)NC(=O)[C@@H]1CC[C@H](CC1)NS(=O)(=O)C(C)(C)C (trans-N-(2-amino-5-trifluoromethylphenyl)-4-tertbutylsulfonylaminocyclohexanecarboxamide). The solvent is C(C)(=O)OCC (ethyl acetate), CN(C)C=O (DMF). Conditions: time 16 hour. Product: C(C)(C)(C)S(=O)(=O)N[C@@H]1CC[C@H](CC1)C=1NC2=C(N1)C=CC(=C2)C(F)(F)F (2-(trans-4-tert-butylsulfonylaminocyclohexyl)-5-(trifluoromethyl)benzimidazole). As a reaction SMILES: Cl.CN(C)CCCN=C=NCC.ON1C2C=CC=CC=2N=N1.C(S(NC1CCC(C(O)=O)CC1)(=O)=O)(C)(C)C.FC(F)(F)C1C=CC(N)=C(N)C=1.[NH2:52][C:53]1[CH:58]=[CH:57][C:56]([C:59]([F:62])([F:61])[F:60])=[CH:55][C:54]=1[NH:63][C:64]([C@H:66]1[CH2:71][CH2:70][C@H:69]([NH:72][S:73]([C:76]([CH3:79])([CH3:78])[CH3:77])(=[O:75])=[O:74])[CH2:68][CH2:67]1)=O.P(Cl)(Cl)(Cl)=O>C(OCC)(=O)C.CN(C=O)C>[C:76]([S:73]([NH:72][C@H:69]1[CH2:68][CH2:67][C@H:66]([C:64]2[NH:63][C:54]3[CH:55]=[C:56]([C:59]([F:61])([F:62])[F:60])[CH:57]=[CH:58][C:53]=3[N:52]=2)[CH2:71][CH2:70]1)(=[O:75])=[O:74])([CH3:79])([CH3:78])[CH3:77]. Procedure: Hydrochloride of 1-(3-dimethylaminopropyl)-3-ethylcarbodimide (87 mg) and 1-hydroxybenzotriazole (90 mg) were added to a DMF solution (4.0 mL) containing 4-tert-butylsulfonylaminocyclohexanecarboxylic acid (99 mg) as prepared by the above-described preparation method and 4-trifluoromethyl-1,2-phenylenediamine (66 mg), followed by stirring at room temperature for 16 hrs. The reaction solution was diluted with ethyl acetate, and the organic layer was washed with aqueous saturated sodium hydrogenca... Starting materials: C(C)(=O)O (acetic acid), ClC=1C=C2C=CC(=CC2=CC1)S(=O)(=O)N[C@@H]1C(N(CC1)N=C1CCN(CC1)C1=CC=NC=C1)=O ((3S)-3-(6-Chloronaphthalene-2-sulfonylamino)-1-[1-(4-pyridyl)-4-piperidinylideneamino}-2-pyrrolidone), C(#N)[BH3-].[Na+] (sodium cyanoborohydride). Solvent: CO (methanol). Reaction conditions: time 30 minute. Yields the product ClC=1C=C2C=CC(=CC2=CC1)S(=O)(=O)N[C@@H]1C(N(CC1)NC1CCN(CC1)C1=CC=NC=C1)=O ((3S)-3-(6-Chloronaphthalene-2-sulfonylamino)-1-[1-(4-pyridyl)-4-piperidinylamino}-2-pyrrolidone). The yield is 95.6%. RXN SMILES: [Cl:1][C:2]1[CH:3]=[C:4]2[C:9](=[CH:10][CH:11]=1)[CH:8]=[C:7]([S:12]([NH:15][C@H:16]1[CH2:20][CH2:19][N:18]([N:21]=[C:22]3[CH2:27][CH2:26][N:25]([C:28]4[CH:33]=[CH:32][N:31]=[CH:30][CH:29]=4)[CH2:24][CH2:23]3)[C:17]1=[O:34])(=[O:14])=[O:13])[CH:6]=[CH:5]2.C(O)(=O)C.C([BH3-])#N.[Na+]>CO>[Cl:1][C:2]1[CH:3]=[C:4]2[C:9](=[CH:10][CH:11]=1)[CH:8]=[C:7]([S:12]([NH:15][C@H:16]1[CH2:20][CH2:19][N:18]([NH:21][CH:22]3[CH2:23][CH2:24][N:25]([C:28]4[CH:33]=[CH:32][N:31]=[CH:30][CH:29]=4)[CH2:26][CH2:27]3)[C:17]1=[O:34])(=[O:13])=[O:14])[CH:6]=[CH:5]2 |f:2.3|. Procedure: (3S)-3-(6-Chloronaphthalene-2-sulfonylamino)-1-[1-(4-pyridyl)-4-piperidinylideneamino}-2-pyrrolidone (600 mg) was dissolved in methanol (40 ml), combined with acetic acid (761 mg) while cooling on ice, followed by sodium cyanoborohydride (300 mg) and stirred at room temperature for 30 minutes. The reaction mixture was concentrated and the residue was combined with an aqueous solution of sodium carbonate, extracted with dichloromethane, dried, concentrated and purified by a column chromatography ... Starting materials: O (water), CC1CCC(CC1)N1CCN(CC1)C1=CC=C(C(=O)NN)C=C1 (4-[4-(4-methylcyclohexyl)-1-piperazinyl]benzohydrazide), N1=CC=CC=C1 (pyridine), IC1=CC=C(C(=O)Cl)C=C1 (4-iodobenzoyl chloride). Run in C1CCOC1 (THF). Reaction conditions: time 1 hour. Yields the product IC1=CC=C(C(=O)NNC(C2=CC=C(C=C2)N2CCN(CC2)C2CCC(CC2)C)=O)C=C1 (N′-(4-iodobenzoyl)-4-[4-(4-methylcyclohexyl)-1-piperazinyl]benzohydrazide). Yield: 104.2%. Reaction SMILES: [CH3:1][CH:2]1[CH2:7][CH2:6][CH:5]([N:8]2[CH2:13][CH2:12][N:11]([C:14]3[CH:23]=[CH:22][C:17]([C:18]([NH:20][NH2:21])=[O:19])=[CH:16][CH:15]=3)[CH2:10][CH2:9]2)[CH2:4][CH2:3]1.N1C=CC=CC=1.[I:30][C:31]1[CH:39]=[CH:38][C:34]([C:35](Cl)=[O:36])=[CH:33][CH:32]=1.O>C1COCC1>[I:30][C:31]1[CH:39]=[CH:38][C:34]([C:35]([NH:21][NH:20][C:18](=[O:19])[C:17]2[CH:16]=[CH:15][C:14]([N:11]3[CH2:12][CH2:13][N:8]([CH:5]4[CH2:6][CH2:7][CH:2]([CH3:1])[CH2:3][CH2:4]4)[CH2:9][CH2:10]3)=[CH:23][CH:22]=2)=[O:36])=[CH:33][CH:32]=1. Procedure details: To a suspension of 4-[4-(4-methylcyclohexyl)-1-piperazinyl]benzohydrazide (12.48 g) and pyridine (11.7 ml) in THF (374 ml) was added 4-iodobenzoyl chloride (11 g) under ice-cooling and the mixture was stirred at the same temperature for 1 hour. The reaction mixture was added water (3700 ml). The resulting precipitate was collected by filtration and dried to give N′-(4-iodobenzoyl)-4-[4-(4-methylcyclohexyl)-1-piperazinyl]benzohydrazide (22.45 g). Starting materials: C(C)(=O)O[BH-](OC(C)=O)OC(C)=O.[Na+] (Sodium triacetoxyborohydride), BrC=1C=C(C=NC1)CN1[C@H](CNCC1)C1=CC=C(C=C1)F ((S)-1-(5-bromo-pyridin-3-ylmethyl)-2-(4-fluoro-phenyl)-piperazine), C=O (formaldehyde). Solvent: CO (methanol). Reaction conditions: time 8 hour. The product is BrC=1C=C(C=NC1)CN1[C@H](CN(CC1)C)C1=CC=C(C=C1)F ((S)-1-(5-Bromo-pyridin-3-ylmethyl)-2-(4-fluoro-phenyl)-4-methyl-piperazine). The yield is 98.6%. As a reaction SMILES: [C:1](O[BH-](OC(=O)C)OC(=O)C)(=O)C.[Na+].[Br:15][C:16]1[CH:17]=[C:18]([CH2:22][N:23]2[CH2:28][CH2:27][NH:26][CH2:25][C@@H:24]2[C:29]2[CH:34]=[CH:33][C:32]([F:35])=[CH:31][CH:30]=2)[CH:19]=[N:20][CH:21]=1.C=O>CO>[Br:15][C:16]1[CH:17]=[C:18]([CH2:22][N:23]2[CH2:28][CH2:27][N:26]([CH3:1])[CH2:25][C@@H:24]2[C:29]2[CH:34]=[CH:33][C:32]([F:35])=[CH:31][CH:30]=2)[CH:19]=[N:20][CH:21]=1 |f:0.1|. Reported procedure: Sodium triacetoxyborohydride (1.5 g, 7 mmol) was added to a mixture of (S)-1-(5-bromo-pyridin-3-ylmethyl)-2-(4-fluoro-phenyl)-piperazine (as tris(trifluoroacetate) salt) (820 mg, 1.2 mmol) and formaldehyde (37% aqueous solution, 3 mL, 36.9 mmol) in 20 mL of methanol. The mixture was stirred at ambient temperature overnight, and then the volatiles were removed in vacuo and the residue dissolved in water and the pH was adjusted to 11 by the addition of 10 M sodium hydroxide solution. The product w... Starting materials: BrC1=CC(=C(C=C1)C(=O)N1CCN(CC1)C1=C(C=C(C=C1)C)C)S(=O)(=O)C ((4-bromo-2-methanesulfonylphenyl)[4-(2,4-dimethylphenyl)piperazin-1-yl]methanone), C[C@H]1NC(O[C@H]1C1=CC=CC=C1)=O ((4R,5S)-(+)-4-methyl-5-phenyloxazolidin-2-one). Yields the product CC1=C(C=CC(=C1)C)N1CCN(CC1)C(=O)C1=C(C=C(C=C1)N1C(O[C@H]([C@H]1C)C1=CC=CC=C1)=O)S(=O)(=O)C ((4R,5S)-3-{4-[4-(2,4-dimethylphenyl)piperazine-1-carbonyl]-3-methanesulfonylphenyl}-4-methyl-5-phenyloxazolidin-2-one). The yield is 12.2%. Reaction SMILES: Br[C:2]1[CH:7]=[CH:6][C:5]([C:8]([N:10]2[CH2:15][CH2:14][N:13]([C:16]3[CH:21]=[CH:20][C:19]([CH3:22])=[CH:18][C:17]=3[CH3:23])[CH2:12][CH2:11]2)=[O:9])=[C:4]([S:24]([CH3:27])(=[O:26])=[O:25])[CH:3]=1.[CH3:28][C@@H:29]1[C@H:33]([C:34]2[CH:39]=[CH:38][CH:37]=[CH:36][CH:35]=2)[O:32][C:31](=[O:40])[NH:30]1>>[CH3:23][C:17]1[CH:18]=[C:19]([CH3:22])[CH:20]=[CH:21][C:16]=1[N:13]1[CH2:14][CH2:15][N:10]([C:8]([C:5]2[CH:6]=[CH:7][C:2]([N:30]3[C@H:29]([CH3:28])[C@H:33]([C:34]4[CH:39]=[CH:38][CH:37]=[CH:36][CH:35]=4)[O:32][C:31]3=[O:40])=[CH:3][C:4]=2[S:24]([CH3:27])(=[O:26])=[O:25])=[O:9])[CH2:11][CH2:12]1. Reported procedure: By reaction and treatment in the same manner as in Example 1 and using (4-bromo-2-methanesulfonylphenyl)[4-(2,4-dimethylphenyl)piperazin-1-yl]methanone (903 mg) described in Preparation Example 9 and (4R,5S)-(+)-4-methyl-5-phenyloxazolidin-2-one (354 mg), the title compound (134 mg) was obtained.